From a dataset of the Open Reaction Database (ORD), a public repository of structured organic reaction records. describe an organic reaction: reactants, conditions, products, and yield Starting materials: BrC=1C=C(C=CC1)N1N=CC(=C1C#N)C(=O)OCC (ethyl 1-(3-bromophenyl)-5-cyano-4-pyrazolecarboxylate), [OH-] (hydroxide). Run in C(C)O (ethanol). The product is BrC=1C=C(C=CC1)N1N=CC(=C1C(=O)N)C(=O)O (1-(3-Bromophenyl)-4-carboxy-5-pyrazolecarboxamide). As a reaction SMILES: [Br:1][C:2]1[CH:3]=[C:4]([N:8]2[C:12]([C:13]#[N:14])=[C:11]([C:15]([O:17]CC)=[O:16])[CH:10]=[N:9]2)[CH:5]=[CH:6][CH:7]=1.[OH-:20]>C(O)C>[Br:1][C:2]1[CH:3]=[C:4]([N:8]2[C:12]([C:13]([NH2:14])=[O:20])=[C:11]([C:15]([OH:17])=[O:16])[CH:10]=[N:9]2)[CH:5]=[CH:6][CH:7]=1. Procedure: A 14 g. portion of ethyl 1-(3-bromophenyl)-5-cyano-4-pyrazolecarboxylate was hydrolyzed by stirring under reflux in 200 ml. of ethanol with 6 g. ofpotassium hydroxide for 2 hours. The mixture was then poured over ice, acidified and filtered, and the solids were crystallized from ethanol/water and dried at 168° to obtain 10 g. of the desired product, m.p. 215°-217° dec. The product was identified by NMR analysis in CDCl3 /DMSOd6. δ7.06 (s, 1), carboxamide; 7.30-7.64 (m, 4), aromatic; 8.08 (s, 1),... Reactants: C(C(=C)C)(=O)OCCO (2-hydroxyethyl methacrylate), C(C(=O)OCC)(=O)OCC (diethyl oxalate). Reagents/catalysts: C1(=CC=C(C=C1)S(=O)(=O)O)C (p-toluenesulfonic acid), C(C)(C)(C)C1=C(O)C=C(C(=C1)O)C(C)(C)C (2,5-di-t-butylhydroquinone). Reaction conditions: time 3 hour. Product: C(C(=C)C)(=O)OCCOC(=O)C(=O)OCC (2-ethoxalyloxyethyl methacrylate). Yield: 56.3%. RXN SMILES: [C:1]([O:6][CH2:7][CH2:8][OH:9])(=[O:5])[C:2]([CH3:4])=[CH2:3].[C:10](OCC)(=[O:16])[C:11]([O:13][CH2:14][CH3:15])=[O:12]>C1(C)C=CC(S(O)(=O)=O)=CC=1.C(C1C=C(O)C(C(C)(C)C)=CC=1O)(C)(C)C>[C:1]([O:6][CH2:7][CH2:8][O:9][C:10]([C:11]([O:13][CH2:14][CH3:15])=[O:12])=[O:16])(=[O:5])[C:2]([CH3:4])=[CH2:3]. Procedure details: A 500 ml flask equipped with a decanter, a thermometer, a stirrer and an inlet for nitrogen gas was charged with 65.1 g (0.5 mol) of 2-hydroxyethyl methacrylate and 365.4 g (2.5 mol) of diethyl oxalate, to which 2 g (10 mmol) of p-toluenesulfonic acid (catalyst) and 4 g of 2,5-di-t-butylhydroquinone (polymerization inhibitor) were added. The mixture was heated to keep about 130° C. for 3 hours in nitrogen atmosphere with distilling 23.5 ml (0.40. mol) of ethanol away. The reaction mixture was ev... The product is CON=C(C(=O)O)C1=C(C=CC=C1)COC1=C(C=CC=C1)Cl (2-(2-chlorophenoxymethyl)-phenylglyoxylic acid O-methyloxime). RXN SMILES: [CH3:1][O:2][N:3]=[C:4]([C:9]1[CH:14]=[CH:13][CH:12]=[CH:11][C:10]=1[CH2:15][O:16][C:17]1[CH:22]=[CH:21][CH:20]=[CH:19][C:18]=1[Cl:23])[C:5]([O:7]C)=[O:6].Cl>[OH-].[K+]>[CH3:1][O:2][N:3]=[C:4]([C:9]1[CH:14]=[CH:13][CH:12]=[CH:11][C:10]=1[CH2:15][O:16][C:17]1[CH:22]=[CH:21][CH:20]=[CH:19][C:18]=1[Cl:23])[C:5]([OH:7])=[O:6] |f:2.3|. The reactants are CON=C(C(=O)OC)C1=C(C=CC=C1)COC1=C(C=CC=C1)Cl (2-(2-chlorophenoxymethyl)-phenylglyoxylic acid methyl ester O-methyloxime), Cl (hydrochloric acid). The yield is 83.5%. Procedure: 5 g of 2-(2-chlorophenoxymethyl)-phenylglyoxylic acid methyl ester O-methyloxime in 50 ml of 1N aqueous KOH solution were refluxed for 2 hours. The mixture was cooled, after which the pH was brought to 1 with concentrated hydrochloric acid. The precipitate which separated out was filtered off under suction and dried. 4 g of 2-(2-chlorophenoxymethyl)-phenylglyoxylic acid O-methyloxime were obtained as a colorless solid, which was then dissolved in 50 ml of anhydrous dimethylformamide. 2.1 g of ca... Solvent: [OH-].[K+] (KOH). Reaction conditions: temperature 120 celsius, time 4 day. Starting materials: BrC=1C=C(N)C=C(C1)N1N=CC=C1 (3-bromo-5-(1H-pyrazol-1-yl)aniline), N1[C@H](C(=O)O)CCC1 (proline), [O-]P(=O)([O-])[O-].[K+].[K+].[K+] (K3PO4). Procedure: The mixture of 3-bromo-5-(1H-pyrazol-1-yl)aniline (200 mg, 0.84 mmol), morphoine (0.22 mL, 2.52 mmol), proline (39 mg, 0.34 mmol), CuI (33 mg, 0.17 mmol) and K3PO4 (540 mg, 2.52 mmol) in 10 mL DMSO was stirred at 120° C. in a sealed tube for 4 days. It was diluted with dioxane, filtered through celite, concentrated in vacuo and subjected to reverse phase preparative HPLC to isolate 3-morpholino-5-(1H-pyrazol-1-yl)aniline (124 mg). Reagents/catalysts: [Cu]I (CuI). The solvent is CS(=O)C (DMSO), O1CCOCC1 (dioxane). Product: O1CCN(CC1)C=1C=C(N)C=C(C1)N1N=CC=C1 (3-morpholino-5-(1H-pyrazol-1-yl)aniline). Yield: 149.3%. Reaction SMILES: Br[C:2]1[CH:3]=[C:4]([CH:6]=[C:7]([N:9]2[CH:13]=[CH:12][CH:11]=[N:10]2)[CH:8]=1)[NH2:5].[NH:14]1[CH2:21][CH2:20]C[C@H:15]1[C:16](O)=[O:17].[O-]P([O-])([O-])=O.[K+].[K+].[K+]>CS(C)=O.O1CCOCC1.[Cu]I>[O:17]1[CH2:16][CH2:15][N:14]([C:2]2[CH:3]=[C:4]([CH:6]=[C:7]([N:9]3[CH:13]=[CH:12][CH:11]=[N:10]3)[CH:8]=2)[NH2:5])[CH2:21][CH2:20]1 |f:2.3.4.5|. The yield is 85.0%. Yields the product C(C)(=O)NC1=CC=C(C=C1)NC(NC1=CC=C2CCC(NC2=C1)=O)=S (7-[3(4-Acetamidophenyl)thioureido]-3,4-dihydro-2(1H)quinolone). Reaction conditions: temperature 20 celsius, time 6 hour. Procedure: A mixture containing 1.92 g of 4-acetamidophenylisothiocyanate and 1.62 g of 7-amino-3,4-dihydro-2(1H)quinolone in 10 ml of DMF was stirred for 6 h at 20° C. Water was added and the product filtered and washed with water. Yield 85%. The reactants are C(C)(=O)NC1=CC=C(C=C1)N=C=S (4-acetamidophenylisothiocyanate), NC1=CC=C2CCC(NC2=C1)=O (7-amino-3,4-dihydro-2(1H)quinolone), O (Water). Reaction SMILES: [C:1]([NH:4][C:5]1[CH:10]=[CH:9][C:8]([N:11]=[C:12]=[S:13])=[CH:7][CH:6]=1)(=[O:3])[CH3:2].[NH2:14][C:15]1[CH:24]=[C:23]2[C:18]([CH2:19][CH2:20][C:21](=[O:25])[NH:22]2)=[CH:17][CH:16]=1.O>CN(C=O)C>[C:1]([NH:4][C:5]1[CH:10]=[CH:9][C:8]([NH:11][C:12](=[S:13])[NH:14][C:15]2[CH:24]=[C:23]3[C:18]([CH2:19][CH2:20][C:21](=[O:25])[NH:22]3)=[CH:17][CH:16]=2)=[CH:7][CH:6]=1)(=[O:3])[CH3:2]. Run in CN(C)C=O (DMF).